Dataset: the Open Reaction Database (ORD), a public repository of structured organic reaction records. Task: describe an organic reaction: reactants, conditions, products, and yield Starting materials: O=C([O-])C=CC(=O)[O-], C#CCOc1ccc(-c2nc3cnccc3[nH]2)c(OCC#C)c1. The product is C#CCOc1cc(OCC=C)ccc1-c1nc2cnccc2[nH]1. RXN SMILES: [C:24]([O-:25])(=[O:26])[CH:27]=[CH:28][C:29]([O-:30])=[O:31].[CH2:1]([C:2]#[CH:3])[O:4][c:5]1[c:6](-[c:15]2[nH:16][c:17]3[c:18]([cH:19][n:20][cH:21][cH:22]3)[n:23]2)[cH:7][cH:8][c:9]([O:11][CH2:12][C:13]#[CH:14])[cH:10]1>>[CH2:1]([C:2]#[CH:3])[O:4][c:5]1[c:6](-[c:15]2[nH:16][c:17]3[c:18]([cH:19][n:20][cH:21][cH:22]3)[n:23]2)[cH:7][cH:8][c:9]([O:11][CH2:12][CH:13]=[CH2:14])[cH:10]1.